Dataset: the Open Reaction Database (ORD), a public repository of structured organic reaction records. Task: describe an organic reaction: reactants, conditions, products, and yield Starting materials: O=C([O-])[O-], CN1CCCC1, Clc1nccc(-c2ccc(-c3cccs3)s2)n1, Cl, [K+], [K+], NCCn1c(=O)[nH]c2ccccc21. Product: O=c1[nH]c2ccccc2n1CCNc1nccc(-c2ccc(-c3cccs3)s2)n1. RXN SMILES: [C:32](=[O:33])([O-:34])[O-:35].[CH3:38][N:39]1[CH2:40][CH2:41][CH2:42][CH2:43]1.[Cl:1][c:2]1[n:3][cH:4][cH:5][c:6](-[c:8]2[s:9][c:10](-[c:13]3[s:14][cH:15][cH:16][cH:17]3)[cH:11][cH:12]2)[n:7]1.[ClH:18].[K+:36].[K+:37].[NH2:19][CH2:20][CH2:21][n:22]1[c:23](=[O:31])[nH:24][c:25]2[c:26]1[cH:27][cH:28][cH:29][cH:30]2>>[c:2]1([NH:19][CH2:20][CH2:21][n:22]2[c:23](=[O:31])[nH:24][c:25]3[c:26]2[cH:27][cH:28][cH:29][cH:30]3)[n:3][cH:4][cH:5][c:6](-[c:8]2[s:9][c:10](-[c:13]3[s:14][cH:15][cH:16][cH:17]3)[cH:11][cH:12]2)[n:7]1. The reactants are O=C([O-])[O-], [K+], [K+], CC(C)(C)OC(=O)N1CCC(c2n[nH]c3c(C(N)=O)cc(Br)cc23)CC1, C1COCCO1, O, c1ccc(P(c2ccccc2)(c2ccccc2)[Pd](P(c2ccccc2)(c2ccccc2)c2ccccc2)(P(c2ccccc2)(c2ccccc2)c2ccccc2)P(c2ccccc2)(c2ccccc2)c2ccccc2)cc1, OB(O)c1ccsc1. Product: CC(C)(C)OC(=O)N1CCC(c2n[nH]c3c(C(N)=O)cc(-c4ccsc4)cc23)CC1. As a reaction SMILES: [C:35](=[O:36])([O-:37])[O-:38].[K+:39].[K+:40].[NH2:1][C:2](=[O:3])[c:4]1[cH:5][c:6]([Br:26])[cH:7][c:8]2[c:9]([CH:13]3[CH2:14][CH2:15][N:16]([C:19](=[O:20])[O:21][C:22]([CH3:23])([CH3:24])[CH3:25])[CH2:17][CH2:18]3)[n:10][nH:11][c:12]12.[O:42]1[CH2:43][CH2:44][O:45][CH2:46][CH2:47]1.[OH2:41].[cH:48]1[cH:49][cH:50][c:51]([P:52]([Pd:53]([P:54]([c:55]2[cH:56][cH:57][cH:58][cH:59][cH:60]2)([c:61]2[cH:62][cH:63][cH:64][cH:65][cH:66]2)[c:67]2[cH:68][cH:69][cH:70][cH:71][cH:72]2)([P:73]([c:74]2[cH:75][cH:76][cH:77][cH:78][cH:79]2)([c:80]2[cH:81][cH:82][cH:83][cH:84][cH:85]2)[c:86]2[cH:87][cH:88][cH:89][cH:90][cH:91]2)[P:92]([c:93]2[cH:94][cH:95][cH:96][cH:97][cH:98]2)([c:99]2[cH:100][cH:101][cH:102][cH:103][cH:104]2)[c:105]2[cH:106][cH:107][cH:108][cH:109][cH:110]2)([c:111]2[cH:112][cH:113][cH:114][cH:115][cH:116]2)[c:117]2[cH:118][cH:119][cH:120][cH:121][cH:122]2)[cH:123][cH:124]1.[s:27]1[cH:28][c:29]([B:32]([OH:33])[OH:34])[cH:30][cH:31]1>>[NH2:1][C:2](=[O:3])[c:4]1[cH:5][c:6](-[c:29]2[cH:28][s:27][cH:31][cH:30]2)[cH:7][c:8]2[c:9]([CH:13]3[CH2:14][CH2:15][N:16]([C:19](=[O:20])[O:21][C:22]([CH3:23])([CH3:24])[CH3:25])[CH2:17][CH2:18]3)[n:10][nH:11][c:12]12. The reactants are Example ( 1a ), COC(C(=O)OC)=O (oxalic acid dimethyl ester), C[O-].[Na+] (sodium methylate), COC(C(C(C(=O)OC)=O)(C(=O)C(C1=CC=CC=C1)C1=CC=CC=C1)N)=O (2-(benzhydrylformyl)-amino-3-oxo-succinic acid dimethyl ester), COC(C(N)C(=O)C(C1=CC=CC=C1)C1=CC=CC=C1)=O ((benzhydrylformyl)-aminoacetic acid methyl ester), [S-]C#N.[K+] (potassium thiocyanate). Yields the product C(C1=CC=CC=C1)(C1=CC=CC=C1)N1C(=NC(=C1C(=O)OC)C(=O)OC)S (1-benzhydryl-2-mercapto-4,5-dimethoxycarbonyl-imidazole). Reaction SMILES: [CH3:1][O:2][C:3](=[O:27])[C:4]([NH2:26])(C(C(C1C=CC=CC=1)C1C=CC=CC=1)=O)[C:5](=O)[C:6]([O:8][CH3:9])=[O:7].COC(=O)C(C([CH:35]([C:42]1[CH:47]=[CH:46][CH:45]=[CH:44][CH:43]=1)[C:36]1[CH:41]=[CH:40][CH:39]=[CH:38][CH:37]=1)=O)N.COC(=O)C(OC)=O.C[O-].[Na+].[S-:60][C:61]#[N:62].[K+]>>[CH:35]([N:62]1[C:5]([C:6]([O:8][CH3:9])=[O:7])=[C:4]([C:3]([O:2][CH3:1])=[O:27])[N:26]=[C:61]1[SH:60])([C:36]1[CH:37]=[CH:38][CH:39]=[CH:40][CH:41]=1)[C:42]1[CH:43]=[CH:44][CH:45]=[CH:46][CH:47]=1 |f:3.4,5.6|. Procedure details: In the manner described in Example (1a) 36.9 g (0.01 mol) of 2-(benzhydrylformyl)-amino-3-oxo-succinic acid dimethyl ester (prepared by reacting (benzhydrylformyl)-aminoacetic acid methyl ester with oxalic acid dimethyl ester in the presence of sodium methylate) were reacted with 18 g of potassium thiocyanate for 48 hours at 50° C. The 1-benzhydryl-2-mercapto-4,5-dimethoxycarbonyl-imidazole formed crystallized on adding hexane. Yield 33.2 g (87% of the theory), m.p. 154° C. The reactants are CC1(C)C(=O)N(Cc2ccccc2)c2cc([N+](=O)[O-])c(N)cc21, O=C(Cl)C=Cc1ccccc1. Product: CC1(C)C(=O)N(Cc2ccccc2)c2cc([N+](=O)[O-])c(NC(=O)C=Cc3ccccc3)cc21. Reaction SMILES: [NH2:1][c:2]1[cH:3][c:4]2[c:8]([cH:9][c:10]1[N+:11](=[O:12])[O-:13])[N:7]([CH2:14][c:15]1[cH:16][cH:17][cH:18][cH:19][cH:20]1)[C:6](=[O:21])[C:5]2([CH3:22])[CH3:23].[c:24]1([CH:30]=[CH:31][C:32](=[O:33])[Cl:34])[cH:25][cH:26][cH:27][cH:28][cH:29]1>>[NH:1]([c:2]1[cH:3][c:4]2[c:8]([cH:9][c:10]1[N+:11](=[O:12])[O-:13])[N:7]([CH2:14][c:15]1[cH:16][cH:17][cH:18][cH:19][cH:20]1)[C:6](=[O:21])[C:5]2([CH3:22])[CH3:23])[C:32]([CH:31]=[CH:30][c:24]1[cH:25][cH:26][cH:27][cH:28][cH:29]1)=[O:33]. Starting materials: FC1=C(C=O)C(=CC=C1OC)F (2,6-difluoro-3-methoxybenzaldehyde), [BH4-].[Na+] (sodium borohydride). Run in C(C)O (ethanol). Run at temperature 0 celsius, time 30 minute. Product: FC1=C(C(=CC=C1OC)F)CO ((2,6-Difluoro-3-methoxyphenyl)methanol). Reaction SMILES: [F:1][C:2]1[C:9]([O:10][CH3:11])=[CH:8][CH:7]=[C:6]([F:12])[C:3]=1[CH:4]=[O:5].[BH4-].[Na+]>C(O)C>[F:1][C:2]1[C:9]([O:10][CH3:11])=[CH:8][CH:7]=[C:6]([F:12])[C:3]=1[CH2:4][OH:5] |f:1.2|. Reported procedure: A stirred solution of 600 mg (3.48 mmol) of 2,6-difluoro-3-methoxybenzaldehyde (CAS 149949-30-4) in 8 ml of ethanol at 0° C. was admixed with 65.9 mg (1.74 mmol) of sodium borohydride in portions. After stirring at 0° C. for 30 min, the reaction mixture was quenched with water and extracted three times with methyl tert-butyl ether. The combined organic extracts were washed with water and saturated aqueous sodium chloride solution, and dried with a phase separation cartridge. The solvent was draw... The reactants are C1(CC1)C1=C(CC=2NCCN2)C(=CC=C1)C (2-(2-cyclopropyl-6-methyl-benzyl)-4,5-dihydro-1H-imidazole), N12CCCCCC2=NCCC1 (1,8-diazabicyclo[5.4.0]undec-7-ene), ClN1C(N(C(N(C1=O)Cl)=O)Cl)=O (trichloroisocyanuric acid). Solvent: C(C)#N (acetonitrile), C(C)#N (acetonitrile), C(C)(=O)OCC (ethyl acetate). Run at time 2 hour. The product is C1(CC1)C1=C(CC=2NC=CN2)C(=CC=C1)C (2-(2-Cyclopropyl-6-methyl-benzyl)-1H-imidazole). Yield: 16.0%. RXN SMILES: [CH:1]1([C:4]2[CH:15]=[CH:14][CH:13]=[C:12]([CH3:16])[C:5]=2[CH2:6][C:7]2[NH:8][CH2:9][CH2:10][N:11]=2)[CH2:3][CH2:2]1.N12CCCN=C1CCCCC2.ClN1C(=O)N(Cl)C(=O)N(Cl)C1=O>C(#N)C.C(OCC)(=O)C>[CH:1]1([C:4]2[CH:15]=[CH:14][CH:13]=[C:12]([CH3:16])[C:5]=2[CH2:6][C:7]2[NH:11][CH:10]=[CH:9][N:8]=2)[CH2:2][CH2:3]1. Procedure: This compound was prepared using methodology described in Synlett 2004, 2803-2805. To a solution of 400 mg (1.87 mmol)) 2-(2-cyclopropyl-6-methyl-benzyl)-4,5-dihydro-1H-imidazole in 5 ml acetonitrile at −17° C. were added sequentially 0.50 ml (3.36 mmol) 1,8-diazabicyclo[5.4.0]undec-7-ene (DBU) and a solution of 217 mg (0.93 mmol) trichloroisocyanuric acid (TCCA) in 2 ml acetonitrile. The reaction mixture was then stirred for 2 hours at room temperature, before being diluted with ethyl acetate a... Starting materials: O=C([O-])[O-], CN(C)CC1Oc2ccccc2C(c2ccccc2)n2cccc21, CCOC(=O)Cl, [K+], [K+], O, c1ccccc1. Product: CCOC(=O)N(C)CC1Oc2ccccc2C(c2ccccc2)n2cccc21. Reaction SMILES: [C:25](=[O:26])([O-:27])[O-:28].[CH3:1][N:2]([CH3:3])[CH2:4][CH:5]1[O:6][c:7]2[c:8]([cH:21][cH:22][cH:23][cH:24]2)[CH:9]([c:15]2[cH:16][cH:17][cH:18][cH:19][cH:20]2)[n:10]2[c:11]1[cH:12][cH:13][cH:14]2.[Cl:31][C:32](=[O:33])[O:34][CH2:35][CH3:36].[K+:29].[K+:30].[OH2:37].[cH:38]1[cH:39][cH:40][cH:41][cH:42][cH:43]1>>[CH3:1][N:2]([CH2:4][CH:5]1[O:6][c:7]2[c:8]([cH:21][cH:22][cH:23][cH:24]2)[CH:9]([c:15]2[cH:16][cH:17][cH:18][cH:19][cH:20]2)[n:10]2[c:11]1[cH:12][cH:13][cH:14]2)[C:32](=[O:33])[O:34][CH2:35][CH3:36]. Starting materials: CN(C)C=O, ClCCl, O=S(Cl)Cl, O=C(O)c1ccc(Nc2nc(-c3ccccc3)c3ccccc3n2)cc1. Yields the product O=C(Cl)c1ccc(Nc2nc(-c3ccccc3)c3ccccc3n2)cc1. Reaction SMILES: [CH3:27][N:28]([CH3:29])[CH:30]=[O:31].[Cl:36][CH2:37][Cl:38].[S:32]([Cl:33])([Cl:34])=[O:35].[c:1]1(-[c:7]2[n:8][c:9]([NH:17][c:18]3[cH:19][cH:20][c:21]([C:22](=[O:23])[OH:24])[cH:25][cH:26]3)[n:10][c:11]3[cH:12][cH:13][cH:14][cH:15][c:16]23)[cH:2][cH:3][cH:4][cH:5][cH:6]1>>[c:1]1(-[c:7]2[n:8][c:9]([NH:17][c:18]3[cH:19][cH:20][c:21]([C:22](=[O:23])[Cl:34])[cH:25][cH:26]3)[n:10][c:11]3[cH:12][cH:13][cH:14][cH:15][c:16]23)[cH:2][cH:3][cH:4][cH:5][cH:6]1. Reactants: O=C(CBr)c1ccc(Cl)cc1, CC(C(=O)c1ccc(Cl)cc1)N1CCNCC1. Yields the product O=C(CN1CCNCC1)c1ccc(Cl)cc1. RXN SMILES: [Br:18][CH2:19][C:20]([c:21]1[cH:22][cH:23][c:24]([Cl:25])[cH:26][cH:27]1)=[O:28].[Cl:1][c:2]1[cH:3][cH:4][c:5]([C:8]([CH:9]([CH3:10])[N:11]2[CH2:12][CH2:13][NH:14][CH2:15][CH2:16]2)=[O:17])[cH:6][cH:7]1>>[Cl:1][c:2]1[cH:3][cH:4][c:5]([C:8]([CH2:9][N:11]2[CH2:12][CH2:13][NH:14][CH2:15][CH2:16]2)=[O:17])[cH:6][cH:7]1. Reactants: CC(C)C[Al+]CC(C)C, ClCCl, [Cl-], [H-], [Na+], [Na+], [OH-], COC(=O)C1CSC(c2cccnc2)N1C(=O)OC(C)(C)C. Product: CC(C)(C)OC(=O)N1C(C=O)CSC1c1cccnc1. RXN SMILES: [CH2:24]([Al+:25][CH2:26][CH:27]([CH3:28])[CH3:29])[CH:30]([CH3:31])[CH3:32].[CH2:37]([Cl:38])[Cl:39].[Cl-:34].[H-:23].[Na+:33].[Na+:36].[OH-:35].[n:1]1[cH:2][c:3]([CH:7]2[S:8][CH2:9][CH:10]([C:19](=[O:20])[O:21][CH3:22])[N:11]2[C:12](=[O:13])[O:14][C:15]([CH3:16])([CH3:17])[CH3:18])[cH:4][cH:5][cH:6]1>>[n:1]1[cH:2][c:3]([CH:7]2[S:8][CH2:9][CH:10]([CH:19]=[O:20])[N:11]2[C:12](=[O:13])[O:14][C:15]([CH3:16])([CH3:17])[CH3:18])[cH:4][cH:5][cH:6]1.